Dataset: the Open Reaction Database (ORD), a public repository of structured organic reaction records. Task: describe an organic reaction: reactants, conditions, products, and yield The reactants are FC(C(=O)OC(C(F)(F)F)=O)(F)F (Trifluoroacetic anhydride), CON=C(C(=O)NC1[C@@H]2N(C(C(CS2)O)C(=O)O)C1=O)C1(C)OCCO1 (7-(2-methoxyimino-3,3-ethylenedioxybutyramido)-3-hydroxycepham-4-carboxylic acid), Cl (hydrochloric acid), C([O-])(O)=O.[Na+] (sodium bicarbonate), resultant solution. The solvent is O1CCCC1 (tetrahydrofuran), C(C)N(CC)CC (triethylamine), O (water), C(C)(=O)OCC (Ethyl acetate). Run at time 10 minute. Yields the product CON=C(C(=O)NC1[C@@H]2N(C(=CCS2)C(=O)O)C1=O)C1(C)OCCO1 (7-(2-methoxyimino-3,3-ethylenedioxybutyramido)-3-cephem-4-carboxylic acid). The yield is 62.9%. As a reaction SMILES: FC(F)(F)C(OC(=O)C(F)(F)F)=O.[CH3:14][O:15][N:16]=[C:17]([C:34]1([O:39][CH2:38][CH2:37][O:36]1)[CH3:35])[C:18]([NH:20][CH:21]1[C:32](=[O:33])[N:23]2[CH:24]([C:29]([OH:31])=[O:30])[CH:25](O)[CH2:26][S:27][C@H:22]12)=[O:19].C(=O)(O)[O-].[Na+].Cl>O1CCCC1.O.C(OCC)(=O)C.C(N(CC)CC)C>[CH3:14][O:15][N:16]=[C:17]([C:34]1([O:39][CH2:38][CH2:37][O:36]1)[CH3:35])[C:18]([NH:20][CH:21]1[C:32](=[O:33])[N:23]2[C:24]([C:29]([OH:31])=[O:30])=[CH:25][CH2:26][S:27][C@H:22]12)=[O:19] |f:2.3|. Reported procedure: Trifluoroacetic anhydride (0.1 ml.) and triethylamine (0.2 ml.) were added to a solution of 7-(2-methoxyimino-3,3-ethylenedioxybutyramido)-3-hydroxycepham-4-carboxylic acid (syn isomer, 50 mg.) in dry tetrahydrofuran (5 ml.) and stirred at room temperature for 10 minutes. A sodium bicarbonate aqueous solution (2 ml.) was added to the resultant solution and heated for two minutes. Ethyl acetate and water were added to the solution, acidified with 6 N hydrochloric acid and extracted with ethyl ace... Reactants: ClC1=C(C=CC=C1O)[C@@H](C)OC1=C(SC(=C1)N1C=NC2=C1C=C(C=C2)CS(=O)(=O)C)C(=O)OC (methyl 3-{[(1R)-1-(2-chloro-3-hydroxyphenyl)ethyl]oxy}-5-{6-[(methylsulfonyl)methyl]-1H-benzimidazol-1-yl}-2-thiophenecarboxylate), ClC1=C(C=CC=C1O)[C@@H](C)OC1=C(SC(=C1)N1C=NC2=C1C=C(C=C2)CS(=O)(=O)C)C(=O)OC (methyl 3-{[(1R)-1-(2-chloro-3-hydroxyphenyl)ethyl]oxy}-5-{6-[(methylsulfonyl)methyl]-1H-benzimidazol-1-yl}-2-thiophenecarboxylate), CC1=CC=C(C=C1)S(=O)(=O)OC[C@H]1N(CCC1)C(=O)OC(C)(C)C (1,1-dimethylethyl (2S)-2-({[(4-methylphenyl)sulfonyl]oxy}methyl)-1-pyrrolidinecarboxylate), C(=O)([O-])[O-].[Cs+].[Cs+] (Cs2CO3). Run in CN(C=O)C (dimethylformamide). Run at temperature 60 celsius. Product: ClC1=C(C=CC=C1[C@@H](C)OC1=C(SC(=C1)N1C=NC2=C1C=C(C=C2)CS(=O)(=O)C)C(=O)OC)OC[C@H]2N(CCC2)C(=O)OC(C)(C)C (1,1-dimethylethyl (2S)-2-{[(2-chloro-3-{(1R)-1-[(2-[(methyloxy)carbonyl]-5-{6-[(methylsulfonyl)methyl]-1H-benzimidazol-1-yl}-3-thienyl)oxy]ethyl}phenyl)oxy]methyl}-1-pyrrolidinecarboxylate). The yield is 74.7%. RXN SMILES: [Cl:1][C:2]1[C:7]([OH:8])=[CH:6][CH:5]=[CH:4][C:3]=1[C@H:9]([O:11][C:12]1[CH:16]=[C:15]([N:17]2[C:21]3[CH:22]=[C:23]([CH2:26][S:27]([CH3:30])(=[O:29])=[O:28])[CH:24]=[CH:25][C:20]=3[N:19]=[CH:18]2)[S:14][C:13]=1[C:31]([O:33][CH3:34])=[O:32])[CH3:10].CC1C=CC(S(O[CH2:46][C@@H:47]2[CH2:51][CH2:50][CH2:49][N:48]2[C:52]([O:54][C:55]([CH3:58])([CH3:57])[CH3:56])=[O:53])(=O)=O)=CC=1.C([O-])([O-])=O.[Cs+].[Cs+]>CN(C)C=O>[Cl:1][C:2]1[C:3]([C@H:9]([O:11][C:12]2[CH:16]=[C:15]([N:17]3[C:21]4[CH:22]=[C:23]([CH2:26][S:27]([CH3:30])(=[O:29])=[O:28])[CH:24]=[CH:25][C:20]=4[N:19]=[CH:18]3)[S:14][C:13]=2[C:31]([O:33][CH3:34])=[O:32])[CH3:10])=[CH:4][CH:5]=[CH:6][C:7]=1[O:8][CH2:46][C@@H:47]1[CH2:51][CH2:50][CH2:49][N:48]1[C:52]([O:54][C:55]([CH3:56])([CH3:58])[CH3:57])=[O:53] |f:2.3.4|. Procedure: To methyl 3-{[(1R)-1-(2-chloro-3-hydroxyphenyl)ethyl]oxy}-5-{6-[(methylsulfonyl)methyl]-1H-benzimidazol-1-yl}-2-thiophenecarboxylate (Intermediate 23, 0.050 g, 0.095 mmol) in dimethylformamide (5 mL) was added 1,1-dimethylethyl (2S)-2-({[(4-methylphenyl)sulfonyl]oxy}methyl)-1-pyrrolidinecarboxylate (which may be prepared using literature reference: Tetrahedron Lett, 1991, 47, 7179-7184) (0.053 g, 0.14 mmol), and Cs2CO3 (0.046 g, 0.14 mmol). The mixture was heated in a sealed tube to 60° C. for 2...